This data is from the Open Reaction Database (ORD), a public repository of structured organic reaction records. The task is: describe an organic reaction: reactants, conditions, products, and yield The product is C(C)(C)(C)OC(=O)N1CCC(CC1)N1N=CC=2C1=NC=NC2OC2=CC=C(C=C2)F (4-[4-(4-Fluoro-phenoxy)-pyrazolo[3,4-d]pyrimidin-1-yl]-piperidine-1-carboxylic acid tert-butyl ester). The solvent is O1CCCC1 (tetrahydrofuran). RXN SMILES: [C:1]([O:5][C:6]([N:8]1[CH2:13][CH2:12][CH:11]([N:14]2[C:18]3=[N:19][CH:20]=[N:21][C:22](Cl)=[C:17]3[CH:16]=[N:15]2)[CH2:10][CH2:9]1)=[O:7])([CH3:4])([CH3:3])[CH3:2].[F:24][C:25]1[CH:30]=[CH:29][C:28]([OH:31])=[CH:27][CH:26]=1>O1CCCC1>[C:1]([O:5][C:6]([N:8]1[CH2:13][CH2:12][CH:11]([N:14]2[C:18]3=[N:19][CH:20]=[N:21][C:22]([O:31][C:28]4[CH:29]=[CH:30][C:25]([F:24])=[CH:26][CH:27]=4)=[C:17]3[CH:16]=[N:15]2)[CH2:10][CH2:9]1)=[O:7])([CH3:4])([CH3:3])[CH3:2]. Reactants: C(C)(C)(C)OC(=O)N1CCC(CC1)N1N=CC=2C1=NC=NC2Cl (4-(4-chloro-pyrazolo[3,4-d]pyrimidin-1-yl)-piperidine-1-carboxylic acid tert-butyl ester), C(C)(C)(C)OC(=O)N1CCC(CC1)N1N=CC=2C1=NC=NC2Cl (4-(4-chloro-pyrazolo[3,4-d]pyrimidin-1-yl)-piperidine-1-carboxylic acid tert-butyl ester), FC1=CC=C(C=C1)O (4-fluorophenol). Procedure details: 4-[4-(4-Fluoro-phenoxy)-pyrazolo[3,4-d]pyrimidin-1-yl]-piperidine-1-carboxylic acid tert-butyl ester was prepared according to General Procedure A by the reaction of 4-(4-chloro-pyrazolo[3,4-d]pyrimidin-1-yl)-piperidine-1-carboxylic acid tert-butyl ester (Intermediate 19) with 4-fluorophenol (available from Aldrich Chemical Company, Inc., Milwaukee, Wis., USA) in tetrahydrofuran. 1H NMR (400 MHz, DMSO-d6) δ 1.43 (s, 9H), 1.93-2.05 (m, 4H), 2.97-3.07 (m, 2H), 4.05-4.15 (m, 2H), 4.99-5.02 (m, 1H),... Reactants: C(CCCCC(=O)OC)(=O)OC (dimethyl adipate), [OH-].[Na+] (sodium hydroxide), mixture. The solvent is C(C)#N (acetonitrile). The product is C(CCCCC(=O)[O-])(=O)[O-].[Na+].[Na+] (disodium adipate). As a reaction SMILES: [C:1]([O:11]C)(=[O:10])[CH2:2][CH2:3][CH2:4][CH2:5][C:6]([O:8]C)=[O:7].[OH-].[Na+:14]>C(#N)C>[C:1]([O-:11])(=[O:10])[CH2:2][CH2:3][CH2:4][CH2:5][C:6]([O-:8])=[O:7].[Na+:14].[Na+:14] |f:1.2,4.5.6|. Procedure details: 17.4 g. (0.1 mole) of dimethyl adipate were dissolved in 100 mls. of acetonitrile and heated to 70° C. 8.2 g. (0.2 mole) of 97% pure sodium hydroxide were added to the reaction mixture as a fine powder (50 mesh). The reaction mixture was stirred at reflux temperature for 18 hours. The resulting solution was filtered hot and the solids were air dried to yield disodium adipate as the reaction product. Starting materials: Cl (hydrochloric acid), C(C)(=O)C1=C(C(=C(OCC=2C=C(OC3=NC=C(C#N)C=C3)C=CC2)C=C1)CCC)O (6-[3-(4-acetyl-3-hydroxy-2-propyl-phenoxymethyl)-phenoxy]-nicotinonitrile), C(C)(C)O (isopropyl alcohol), [N-]=[N+]=[N-].[Na+] (sodium azide). Reagents/catalysts: [Br-].[Zn+2].[Br-] (zinc bromide). The solvent is O (water). Reaction conditions: temperature 130 celsius. Product: OC1=C(C=CC(=C1CCC)OCC1=CC(=CC=C1)OC1=NC=C(C=C1)C1=NN=NN1)C(C)=O (1-(2-hydroxy-3-propyl-4-{3-[5-(1H-tetrazol-5-yl)-pyridin-2-yloxy]-benzyloxy}-phenyl)-ethanone). The yield is 68.0%. Reaction SMILES: [C:1]([C:4]1[CH:26]=[CH:25][C:7]([O:8][CH2:9][C:10]2[CH:11]=[C:12]([CH:22]=[CH:23][CH:24]=2)[O:13][C:14]2[CH:21]=[CH:20][C:17]([C:18]#[N:19])=[CH:16][N:15]=2)=[C:6]([CH2:27][CH2:28][CH3:29])[C:5]=1[OH:30])(=[O:3])[CH3:2].C(O)(C)C.[N-:35]=[N+:36]=[N-:37].[Na+].Cl>[Br-].[Zn+2].[Br-].O>[OH:30][C:5]1[C:6]([CH2:27][CH2:28][CH3:29])=[C:7]([O:8][CH2:9][C:10]2[CH:24]=[CH:23][CH:22]=[C:12]([O:13][C:14]3[CH:21]=[CH:20][C:17]([C:18]4[NH:37][N:36]=[N:35][N:19]=4)=[CH:16][N:15]=3)[CH:11]=2)[CH:25]=[CH:26][C:4]=1[C:1](=[O:3])[CH3:2] |f:2.3,5.6.7|. Procedure: Mix 6-[3-(4-acetyl-3-hydroxy-2-propyl-phenoxymethyl)-phenoxy]-nicotinonitrile of Preparation 42, (0.33 g, 0.83 mmol), isopropyl alcohol (5 mL), zinc bromide (1.12 g, 4.98 mmol), sodium azide (0.32 g, 4.98 mmol) and water (5 mL) in a pressure flask. Seal the flask and heat to 130° C. in an oil bath for 6 hr. Allow to cool to ambient temperature and pour into 1N hydrochloric acid (50 mL). Filter the white solid and purify by flash chromatography, using 40:1 chloroformchloroform/methanol+1% acetic ... The reactants are C1CCOC1, COC(=O)C(C)(C(=O)OC)C(c1ccccc1)c1ccc2c(cnn2-c2ccc(F)cc2)c1. RXN SMILES: [CH2:34]1[O:35][CH2:36][CH2:37][CH2:38]1.[F:1][c:2]1[cH:3][cH:4][c:5](-[n:8]2[n:9][cH:10][c:11]3[cH:12][c:13]([CH:17]([C:18]([C:19](=[O:20])[O:21][CH3:22])([C:23](=[O:24])[O:25][CH3:26])[CH3:27])[c:28]4[cH:29][cH:30][cH:31][cH:32][cH:33]4)[cH:14][cH:15][c:16]23)[cH:6][cH:7]1>>[F:1][c:2]1[cH:3][cH:4][c:5](-[n:8]2[n:9][cH:10][c:11]3[cH:12][c:13]([CH:17]([C:18]([C:19](=[O:20])[O:21][CH3:22])([CH2:23][OH:24])[CH3:27])[c:28]4[cH:29][cH:30][cH:31][cH:32][cH:33]4)[cH:14][cH:15][c:16]23)[cH:6][cH:7]1. Product: COC(=O)C(C)(CO)C(c1ccccc1)c1ccc2c(cnn2-c2ccc(F)cc2)c1. Reactants: C(C)(=O)OC1C(C(N(CC1)C(C1=CC=CC=C1)(C)C)=O)C1=CC=CC=C1 (4-acetoxy-1-(α,α-dimethylbenzyl)-3-phenyl-2-piperidone), C1CCC2=NCCCN2CC1 (DBU). The solvent is C1(=CC=CC=C1)C (toluene). Yields the product CC(C1=CC=CC=C1)(C)N1C(C(=CCC1)C1=CC=CC=C1)=O (1-(α,α-dimethylbenzyl)-3-phenyl-1,2,5,6tetrahydropyridin-2-one). Isolated yield 85.8%. Reaction SMILES: C(O[CH:5]1[CH2:10][CH2:9][N:8]([C:11]([CH3:19])([CH3:18])[C:12]2[CH:17]=[CH:16][CH:15]=[CH:14][CH:13]=2)[C:7](=[O:20])[CH:6]1[C:21]1[CH:26]=[CH:25][CH:24]=[CH:23][CH:22]=1)(=O)C.C1CCN2C(=NCCC2)CC1>C1(C)C=CC=CC=1>[CH3:19][C:11]([N:8]1[CH2:9][CH2:10][CH:5]=[C:6]([C:21]2[CH:22]=[CH:23][CH:24]=[CH:25][CH:26]=2)[C:7]1=[O:20])([CH3:18])[C:12]1[CH:17]=[CH:16][CH:15]=[CH:14][CH:13]=1. Procedure details: 4.2 g (0.012 mol) of 4-acetoxy-1-(α,α-dimethylbenzyl)-3-phenyl-2-piperidone prepared by the method of Reference Example 20, was dissolved in 100 ml of toluene, and 2,7 g (0.018 mol) of DBU was added thereto. The mixture was refluxed under heating for 10 minutes. The reaction solution was cooled to room temperature and washed with water. Then, the solvent was distilled off under reduced pressure. The residual solid was recrystallized from ethanol to obtain 3.0 g (yield: 75.0%) of the desired comp... Reactants: [BH4-].[Na+] (sodium borohydride), C(#N)C=1SC=C(C1)C=O (2-cyano-4-formylthiophene), C(C)O (ethanol). Conditions: time 2 hour. Product: C(#N)C=1SC=CC1CO (2-Cyano-3-hydroxymethylthiophene). The yield is 91.5%. Reaction SMILES: [BH4-].[Na+].[C:3]([C:5]1[S:6][CH:7]=[C:8](C=O)C=1)#[N:4].[CH2:12]([OH:14])[CH3:13]>>[C:3]([C:5]1[S:6][CH:7]=[CH:8][C:13]=1[CH2:12][OH:14])#[N:4] |f:0.1|. Procedure: 3.47 g (91.8 mmol) of sodium borohydride were added in portions to a suspension of 12.6 g (91.8 mmol) of 2-cyano-4-formylthiophene in 200 ml of ethanol, and the reaction mixture was stirred at room temperature for 2 h, during which it slowly formed a clear solution. The residue after concentration under reduced pressure was taken up in ethyl acetate and washed successively with saturated brine, 5% strength citric acid and saturated brine, and the organic phase was dried with sodium sulfate and c... Reactants: O=C1C=CC(=NN1)C(=O)OCCCC (n-butyl 6-oxo-1,6-dihydropyridazine-3-carboxylate), P(=O)(Cl)(Cl)Cl (phosphorus oxychloride), ice, C(=O)([O-])[O-].[K+].[K+] (K2CO3). The solvent is C(C)#N (acetonitrile), C(C)#N (acetonitrile), O (water). The product is ClC1=CC=C(N=N1)C(=O)OCCCC (n-butyl 6-chloropyridazine-3-carboxylate). Isolated yield 80.0%. RXN SMILES: P(Cl)(Cl)([Cl:3])=O.O=[C:7]1[NH:12][N:11]=[C:10]([C:13]([O:15][CH2:16][CH2:17][CH2:18][CH3:19])=[O:14])[CH:9]=[CH:8]1.C([O-])([O-])=O.[K+].[K+]>C(#N)C.O>[Cl:3][C:7]1[N:12]=[N:11][C:10]([C:13]([O:15][CH2:16][CH2:17][CH2:18][CH3:19])=[O:14])=[CH:9][CH:8]=1 |f:2.3.4|. Procedure: To a mixture of phosphorus oxychloride (20 ml) and acetonitrile (40 ml) heated at reflux was added a solution of n-butyl 6-oxo-1,6-dihydropyridazine-3-carboxylate (20 g) in acetonitrile (80 ml). The reaction was heated at reflux for 30 minutes, cooled and added to an ice cooled solution of K2CO3 (87.8 g) in water (600 ml) with vigorous stirring. The product was filtered off, washed with water and dried at 60° C. to give n-butyl 6-chloropyridazine-3-carboxylate (17.5 g, 80% yield), mpt 110°-111° ... The reactants are C(C1=CC=CC=C1)N(C(NC1=CC=C(CN2C3=C(N[C@H]4[C@@H](C2=O)CCC4)C=CC=C3)C=C1)=O)C ((3aR*,10aS*)-9-[4-(3-benzyl-3-methylureido)benzyl]-2,3,3a,4,9,10a-hexahydrobenzo[b]-cyclopenta[e][1,4]diazepin-10(1H)-one), BrCC(=O)Br (bromoacetyl bromide), C1(C=2C(C(N1)=O)=CC=CC2)=O.[K] (potassium phthalimide), C(=O)(O)[O-].[Na+] (NaHCO3). Run in ClCCl (dichloromethane), O (water). Run at time 30 minute. Product: C(C1=CC=CC=C1)N(C(NC1=CC=C(CN2C3=C(N([C@H]4[C@@H](C2=O)CCC4)C(CN4C(C=2C(C4=O)=CC=CC2)=O)=O)C=CC=C3)C=C1)=O)C ((3aR*,10aS*)-9-[4-(3-Benzyl-3-methylureido)benzyl]-4-(phthalimidoacetyl)-2,3,3a,4,9,10a-hexahydrobenzo[b]-cyclopenta[e][1,4]diazepin-l0(1H)-one). Isolated yield 17.8%. Reaction SMILES: [CH2:1]([N:8]([CH3:34])[C:9](=[O:33])[NH:10][C:11]1[CH:32]=[CH:31][C:14]([CH2:15][N:16]2[C:22](=[O:23])[C@H:21]3[CH2:24][CH2:25][CH2:26][C@H:20]3[NH:19][C:18]3[CH:27]=[CH:28][CH:29]=[CH:30][C:17]2=3)=[CH:13][CH:12]=1)[C:2]1[CH:7]=[CH:6][CH:5]=[CH:4][CH:3]=1.Br[CH2:36][C:37](Br)=[O:38].C([O-])(O)=O.[Na+].[C:45]1(=[O:55])[NH:49][C:48](=[O:50])[C:47]2=[CH:51][CH:52]=[CH:53][CH:54]=[C:46]12.[K]>ClCCl.O>[CH2:1]([N:8]([CH3:34])[C:9](=[O:33])[NH:10][C:11]1[CH:32]=[CH:31][C:14]([CH2:15][N:16]2[C:22](=[O:23])[C@H:21]3[CH2:24][CH2:25][CH2:26][C@H:20]3[N:19]([C:37](=[O:38])[CH2:36][N:49]3[C:48](=[O:50])[C:47]4=[CH:51][CH:52]=[CH:53][CH:54]=[C:46]4[C:45]3=[O:55])[C:18]3[CH:27]=[CH:28][CH:29]=[CH:30][C:17]2=3)=[CH:13][CH:12]=1)[C:2]1[CH:7]=[CH:6][CH:5]=[CH:4][CH:3]=1 |f:2.3,4.5,^1:55|. Procedure: To a solution of (3aR*,10aS*)-9-[4-(3-benzyl-3-methylureido)benzyl]-2,3,3a,4,9,10a-hexahydrobenzo[b]-cyclopenta[e][1,4]diazepin-10(1H)-one (0.30 g, 0.66 mmol) in dichloromethane (5 mL) was added bromoacetyl bromide (58 μL, 0.67 mmol) and the mixture was stirred at room temperature for 30 minutes. After addition of saturated aqueous NaHCO3 solution, the aqueous layer was separated and extracted with dichloromethane. The pooled organic layer was washed with water, dried over MgSO4, filtered, and c...